Dataset: the Open Reaction Database (ORD), a public repository of structured organic reaction records. Task: describe an organic reaction: reactants, conditions, products, and yield Reactants: [F-].[K+] (KF), C(C)OC(=O)C=1OC2=C(C1C)C(=CC=C2)OC2CCN(CC2)CC=2C=NC=CC2 (3-methyl-4-(1-pyridin-3-ylmethyl-piperidin-4-yloxy)-benzofuran-2-carboxylic acid ethyl ester), [H-].[H-].[H-].[H-].[Li+].[Al+3] (LiAlH4). Solvent: O (H2O), C(C)(=O)OCC (ethyl acetate), C1CCOC1 (THF), C1CCOC1 (THF). Run at time 30 minute. The product is CC1=C(OC2=C1C(=CC=C2)OC2CCN(CC2)CC=2C=NC=CC2)CO ([3-methyl-4-(1-pyridin-3-ylmethyl-piperidin-4-yloxy)-benzofuran-2-yl]-methanol). Isolated yield 83.9%. As a reaction SMILES: [H-].[H-].[H-].[H-].[Li+].[Al+3].C([O:9][C:10]([C:12]1[O:13][C:14]2[CH:21]=[CH:20][CH:19]=[C:18]([O:22][CH:23]3[CH2:28][CH2:27][N:26]([CH2:29][C:30]4[CH:31]=[N:32][CH:33]=[CH:34][CH:35]=4)[CH2:25][CH2:24]3)[C:15]=2[C:16]=1[CH3:17])=O)C.[F-].[K+]>C1COCC1.O.C(OCC)(=O)C>[CH3:17][C:16]1[C:15]2[C:18]([O:22][CH:23]3[CH2:28][CH2:27][N:26]([CH2:29][C:30]4[CH:31]=[N:32][CH:33]=[CH:34][CH:35]=4)[CH2:25][CH2:24]3)=[CH:19][CH:20]=[CH:21][C:14]=2[O:13][C:12]=1[CH2:10][OH:9] |f:0.1.2.3.4.5,7.8|. Procedure: To a cooled (0° C.) suspension of LiAlH4 (17 mg) in THF (1 ml) was added a solution of 3-methyl-4-(1-pyridin-3-ylmethyl-piperidin-4-yloxy)-benzofuran-2-carboxylic acid ethyl ester (44 mg), the compound in Example 108, in THF (0.5 ml) and the resulting suspension was stirred at 0° C. for one hour. To the suspension was dropwise added a solution of KF (122 mg) in H2O (100 μl) at 0° C. over five minutes. The suspension was stirred at room temperature for 30 minutes and diluted with ethyl acetate, d... The reactants are Amide, CN(CCCN)C (N,N-dimethyl-1,3-propanediamine), amide, C1CCOC1 (THF), O.[OH-].[Li+] (lithium hydroxide monohydrate), O.[OH-].[Li+] (Lithium hydroxide monohydrate), O.[OH-].[Li+] (lithium hydroxide monohydrate), COC(=O)C=1C(=CC=C(C1)C=1SC=C(N1)C1=CC(=C(C=C1)Cl)Cl)C1=CC=C(C=C1)C(=O)O (4-[4-(3,4-dichloro-phenyl)-thiazol-2-yl]-biphenyl-2,4′-dicarboxylic acid 2-methyl ester), COC(=O)C=1C(=CC=C(C1)C=1SC=C(N1)C1=CC(=C(C=C1)Cl)Cl)C1=CC=C(C=C1)C(=O)O (4-[4-(3,4-dichloro-phenyl)-thiazol-2-yl]-biphenyl-2,4′-dicarboxylic acid 2-methyl ester). The solvent is CO (MeOH), O (water). Reaction conditions: time 8 hour. Product: ClC=1C=C(C=CC1Cl)C=1N=C(SC1)C=1C=C(C(=CC1)C1=CC=C(C=C1)C(NCCCN(C)C)=O)C(=O)O (4-[4-(3,4-dichloro-phenyl)-thiazol-2-yl]-4′-(3-dimethylamino-propylcarbamoyl)-biphenyl-2-carboxylic acid). Isolated yield 87.6%. As a reaction SMILES: C[O:2][C:3]([C:5]1[C:6]([C:24]2[CH:29]=[CH:28][C:27]([C:30](O)=[O:31])=[CH:26][CH:25]=2)=[CH:7][CH:8]=[C:9]([C:11]2[S:12][CH:13]=[C:14]([C:16]3[CH:21]=[CH:20][C:19]([Cl:22])=[C:18]([Cl:23])[CH:17]=3)[N:15]=2)[CH:10]=1)=[O:4].[CH3:33][N:34]([CH3:39])[CH2:35][CH2:36][CH2:37][NH2:38].C1COCC1.O.[OH-].[Li+]>CO.O>[Cl:23][C:18]1[CH:17]=[C:16]([C:14]2[N:15]=[C:11]([C:9]3[CH:10]=[C:5]([C:3]([OH:4])=[O:2])[C:6]([C:24]4[CH:29]=[CH:28][C:27]([C:30](=[O:31])[NH:38][CH2:37][CH2:36][CH2:35][N:34]([CH3:39])[CH3:33])=[CH:26][CH:25]=4)=[CH:7][CH:8]=3)[S:12][CH:13]=2)[CH:21]=[CH:20][C:19]=1[Cl:22] |f:3.4.5|. Procedure: Using the conditions of General Procedure D for Amide Coupling in Parallel Mode, 4-[4-(3,4-dichloro-phenyl)-thiazol-2-yl]-biphenyl-2,4′-dicarboxylic acid 2-methyl ester (which may be prepared as described for Intermediate 8; 100 mg, 0.21 mmol) was reacted with N,N-dimethyl-1,3-propanediamine (available from Aldrich Chemical Company, Inc.; 42 mg, 0.41 mmol) to give the crude amide product. The crude amide was hydrolyzed by adding THF (2 mL), water (0.05 mL), MeOH (1 mL), and lithium hydroxide mon... Reported procedure: The title compound was prepared from 5-bromo-2,3-diaminopyridine (0.94 g, 5 mmol) and 4-nitrobenzaldehyde (0.76 g, 5 mmol). Starting materials: BrC=1C=C(C(=NC1)N)N (5-bromo-2,3-diaminopyridine), [N+](=O)([O-])C1=CC=C(C=O)C=C1 (4-nitrobenzaldehyde). RXN SMILES: [Br:1][C:2]1[CH:3]=[C:4]([NH2:9])[C:5]([NH2:8])=[N:6][CH:7]=1.[N+:10]([C:13]1[CH:20]=[CH:19][C:16]([CH:17]=O)=[CH:15][CH:14]=1)([O-:12])=[O:11]>>[Br:1][C:2]1[CH:3]=[C:4]2[N:9]=[C:17]([C:16]3[CH:19]=[CH:20][C:13]([N+:10]([O-:12])=[O:11])=[CH:14][CH:15]=3)[NH:8][C:5]2=[N:6][CH:7]=1. The product is BrC=1C=C2C(=NC1)NC(=N2)C2=CC=C(C=C2)[N+](=O)[O-] (6-Bromo-2-(4-nitrophenyl)-3H-imidazo[4,5-b]pyridine). Starting materials: COC=1C=C2C(CC(O2)C)=C(C1)N (2,3-dihydro-6-methoxy-2-methyl-4-benzofuranamine), [O-]C#N.[Na+] (sodium cyanate). Run in Cl (HCl). Yields the product COC1=CC2=C(CC(O2)C)C(=C1)NC(=O)N (N-(2,3-dihydro-6-methoxy-2-methyl-4-benzofuranyl)urea). As a reaction SMILES: [CH3:1][O:2][C:3]1[CH:4]=[C:5]2[O:9][CH:8]([CH3:10])[CH2:7][C:6]2=[C:11]([NH2:13])[CH:12]=1.[O-:14][C:15]#[N:16].[Na+]>Cl>[CH3:1][O:2][C:3]1[CH:12]=[C:11]([NH:13][C:15]([NH2:16])=[O:14])[C:6]2[CH2:7][CH:8]([CH3:10])[O:9][C:5]=2[CH:4]=1 |f:1.2|. Procedure details: 2.5 grams of 2,3-dihydro-6-methoxy-2-methyl-4-benzofuranamine are dissolved in 16 cc of 0.1N HCl and upon gradual addition of 1.1 gram of sodium cyanate to the resulting solution a white crystalline solid precipitates. The reaction mixture is then heated in a water-bath and, after 90 minutes, cooled and filtered. By recrystallizing the obtained precipitate from ethyl alcohol 1.9 gram (61 percent of theoretical) of the desired product is obtained. M.p. 204°-06° C. Starting materials: Cl.C1(=CC=CC=C1)C(C(OC)=N)C#N (methyl α-phenylcyanoacetimidate hydrochloride), N#CN (cyanamide). Solvent: C1=CC=CC=C1 (benzene). Product: C(#N)N=C(C(C1=CC=CC=C1)C#N)OC (methyl N-cyano-α-phenylcyanoacetimidate). The yield is 76.9%. RXN SMILES: Cl.[C:2]1([CH:8]([C:13]#[N:14])[C:9](=[NH:12])[O:10][CH3:11])[CH:7]=[CH:6][CH:5]=[CH:4][CH:3]=1.[N:15]#[C:16]N>C1C=CC=CC=1>[C:16]([N:12]=[C:9]([O:10][CH3:11])[CH:8]([C:13]#[N:14])[C:2]1[CH:7]=[CH:6][CH:5]=[CH:4][CH:3]=1)#[N:15] |f:0.1|. Procedure: 4.21 g of methyl α-phenylcyanoacetimidate hydrochloride and 1.26 g of cyanamide were mixed at room temperature and the mixture was made to react for 5 hours. Then, 50 ml of benzene was added to the reaciton mixture to extract the resulting product. The extracted solution was concentrated to dryness in vacuo and 3.06 g of methyl N-cyano-α-phenylcyanoacetimidate was obtained (yield 76.8%). Reactants: CC(C)CO, COc1ccc2c(Cl)nc(Nc3cc[nH]n3)cc2c1. Yields the product COc1ccc2c(OCC(C)C)nc(Nc3cc[nH]n3)cc2c1. RXN SMILES: [CH3:20][CH:21]([CH2:22][OH:23])[CH3:24].[Cl:1][c:2]1[n:3][c:4]([NH:14][c:15]2[n:16][nH:17][cH:18][cH:19]2)[cH:5][c:6]2[cH:7][c:8]([O:12][CH3:13])[cH:9][cH:10][c:11]12>>[c:2]1([O:23][CH2:22][CH:21]([CH3:20])[CH3:24])[n:3][c:4]([NH:14][c:15]2[n:16][nH:17][cH:18][cH:19]2)[cH:5][c:6]2[cH:7][c:8]([O:12][CH3:13])[cH:9][cH:10][c:11]12. The reactants are O=C([O-])[O-], CCOC(=O)CBr, CCC(C)=O, [K+], [K+], Oc1ccc(-c2cn3c(n2)sc2ccccc23)cc1. Product: CCOC(=O)COc1ccc(-c2cn3c(n2)sc2ccccc23)cc1. Reaction SMILES: [C:27](=[O:28])([O-:29])[O-:30].[CH2:20]([CH3:21])[O:22][C:23]([CH2:24][Br:25])=[O:26].[CH2:33]([C:34]([CH3:35])=[O:36])[CH3:37].[K+:31].[K+:32].[OH:1][c:2]1[cH:3][cH:4][c:5](-[c:8]2[n:9][c:10]3[s:11][c:12]4[c:13]([n:14]3[cH:15]2)[cH:16][cH:17][cH:18][cH:19]4)[cH:6][cH:7]1>>[O:1]([c:2]1[cH:3][cH:4][c:5](-[c:8]2[n:9][c:10]3[s:11][c:12]4[c:13]([n:14]3[cH:15]2)[cH:16][cH:17][cH:18][cH:19]4)[cH:6][cH:7]1)[CH2:24][C:23]([O:22][CH2:20][CH3:21])=[O:26]. Reactants: CC(=O)[O-], CC(=O)[O-], COc1ccc(CN(Cc2ccc(OC)cc2)c2ncc(-c3nc(N4CCOCC4)nc4c3CCN4)cn2)cc1, COC(=O)CN(C(=O)OC(C)(C)C)c1cc(Cl)ccn1, [K+], [K+], [K+], CN(C)C=O, O, O=P([O-])([O-])[O-], [Pd+2]. Yields the product COC(=O)CN(C(=O)OC(C)(C)C)c1cc(N2CCc3c(-c4cnc(N(Cc5ccc(OC)cc5)Cc5ccc(OC)cc5)nc4)nc(N4CCOCC4)nc32)ccn1. As a reaction SMILES: [C:75]([O-:76])(=[O:77])[CH3:78].[C:80]([O-:81])(=[O:82])[CH3:83].[CH3:26][O:27][c:28]1[cH:29][cH:30][c:31]([CH2:32][N:33]([c:34]2[n:35][cH:36][c:37](-[c:40]3[c:41]4[c:42]([n:43][c:44]([N:46]5[CH2:47][CH2:48][O:49][CH2:50][CH2:51]5)[n:45]3)[NH:52][CH2:53][CH2:54]4)[cH:38][n:39]2)[CH2:55][c:56]2[cH:57][cH:58][c:59]([O:62][CH3:63])[cH:60][cH:61]2)[cH:64][cH:65]1.[CH3:6][O:7][C:8]([CH2:9][N:10]([c:11]1[n:12][cH:13][cH:14][c:15]([Cl:17])[cH:16]1)[C:18](=[O:19])[O:20][C:21]([CH3:22])([CH3:23])[CH3:24])=[O:25].[K+:71].[K+:72].[K+:73].[O:1]=[CH:2][N:3]([CH3:4])[CH3:5].[OH2:74].[P:66]([O-:67])([O-:68])([O-:69])=[O:70].[Pd+2:79]>>[CH3:6][O:7][C:8]([CH2:9][N:10]([c:11]1[n:12][cH:13][cH:14][c:15]([N:52]2[c:42]3[c:41]([c:40](-[c:37]4[cH:36][n:35][c:34]([N:33]([CH2:32][c:31]5[cH:30][cH:29][c:28]([O:27][CH3:26])[cH:65][cH:64]5)[CH2:55][c:56]5[cH:57][cH:58][c:59]([O:62][CH3:63])[cH:60][cH:61]5)[n:39][cH:38]4)[n:45][c:44]([N:46]4[CH2:47][CH2:48][O:49][CH2:50][CH2:51]4)[n:43]3)[CH2:54][CH2:53]2)[cH:16]1)[C:18](=[O:19])[O:20][C:21]([CH3:22])([CH3:23])[CH3:24])=[O:25]. Reactants: COC=1C(=NC2=CC=C(C=C2N1)OC)NC(OCC)=O (Ethyl N-(3,6-dimethoxyquinoxalin-2-yl)carbamate), CC1=C(C=CC=C1)N1CCNCC1 (1-(2-methylphenyl)piperazine). Product: COC=1C(=NC2=CC=C(C=C2N1)OC)NC(=O)N1CCN(CC1)C1=C(C=CC=C1)C (1-[(3,6-Dimethoxyquinoxalin-2-yl)aminocarbonyl]-4-(2-methylphenyl)piperazine). Isolated yield 93.0%. RXN SMILES: [CH3:1][O:2][C:3]1[C:4]([NH:15][C:16](=[O:20])OCC)=[N:5][C:6]2[C:11]([N:12]=1)=[CH:10][C:9]([O:13][CH3:14])=[CH:8][CH:7]=2.[CH3:21][C:22]1[CH:27]=[CH:26][CH:25]=[CH:24][C:23]=1[N:28]1[CH2:33][CH2:32][NH:31][CH2:30][CH2:29]1>>[CH3:1][O:2][C:3]1[C:4]([NH:15][C:16]([N:31]2[CH2:32][CH2:33][N:28]([C:23]3[CH:24]=[CH:25][CH:26]=[CH:27][C:22]=3[CH3:21])[CH2:29][CH2:30]2)=[O:20])=[N:5][C:6]2[C:11]([N:12]=1)=[CH:10][C:9]([O:13][CH3:14])=[CH:8][CH:7]=2. Procedure details: Ethyl N-(3,6-dimethoxyquinoxalin-2-yl)carbamate and 1-(2-methylphenyl)piperazine were reacted by the same way with the example 148 to obtain the titled compound (yield, 93%). 1H NMR (300 MHz, CDCl3): δ 2.35 (s, 3H), 2.99-3.02 (m, 4H), 3.73-3.76 (m, 4H), 3.91 (s, 3H), 4.15 (s, 3H), 7.00-7.22 (m, 7H), 7.76-7.79 (m, 1H). Reactants: CC(=O)c1cc(OCC=C(Cl)Cl)cc(Cl)c1O, OCCCCOc1ccc(C(F)(F)F)cn1, CCOC(=O)N=NC(=O)OCC, C1CCOC1, c1ccc(P(c2ccccc2)c2ccccc2)cc1. The product is CC(=O)c1cc(OCC=C(Cl)Cl)cc(Cl)c1OCCCCOc1ccc(C(F)(F)F)cn1. Reaction SMILES: [C:1]([CH3:2])(=[O:3])[c:4]1[c:5]([OH:17])[c:6]([Cl:16])[cH:7][c:8]([O:10][CH2:11][CH:12]=[C:13]([Cl:14])[Cl:15])[cH:9]1.[F:18][C:19]([c:20]1[cH:21][cH:22][c:23]([O:26][CH2:27][CH2:28][CH2:29][CH2:30][OH:31])[n:24][cH:25]1)([F:32])[F:33].[O:53]=[C:54]([O:55][CH2:56][CH3:57])[N:58]=[N:59][C:60]([O:61][CH2:62][CH3:63])=[O:64].[O:65]1[CH2:66][CH2:67][CH2:68][CH2:69]1.[c:34]1([P:35]([c:36]2[cH:37][cH:38][cH:39][cH:40][cH:41]2)[c:42]2[cH:43][cH:44][cH:45][cH:46][cH:47]2)[cH:48][cH:49][cH:50][cH:51][cH:52]1>>[C:1]([CH3:2])(=[O:3])[c:4]1[c:5]([O:17][CH2:30][CH2:29][CH2:28][CH2:27][O:26][c:23]2[cH:22][cH:21][c:20]([C:19]([F:18])([F:32])[F:33])[cH:25][n:24]2)[c:6]([Cl:16])[cH:7][c:8]([O:10][CH2:11][CH:12]=[C:13]([Cl:14])[Cl:15])[cH:9]1.